This data is from the Open Reaction Database (ORD), a public repository of structured organic reaction records. The task is: describe an organic reaction: reactants, conditions, products, and yield Reactants: CC1=NC=C(C(=C1O)CO)C=C (2-methyl-3-hydroxy-4-hydroxymethyl-5-vinylpyridine). Reagents/catalysts: [O-2].[O-2].[Mn+4] (manganese dioxide). Run in C(Cl)(Cl)Cl (chloroform). Run at time 0.5 hour. Yields the product CC1=NC=C(C(=C1O)C=O)C=C (2-methyl-3-hydroxy-4-formyl-5-vinylpyridine). As a reaction SMILES: [CH3:1][C:2]1[C:7]([OH:8])=[C:6]([CH2:9][OH:10])[C:5]([CH:11]=[CH2:12])=[CH:4][N:3]=1>[O-2].[O-2].[Mn+4].C(Cl)(Cl)Cl>[CH3:1][C:2]1[C:7]([OH:8])=[C:6]([CH:9]=[O:10])[C:5]([CH:11]=[CH2:12])=[CH:4][N:3]=1 |f:1.2.3|. Procedure details: A solution of 10 g. of 2-methyl-3-hydroxy-4-hydroxymethyl-5-vinylpyridine in 300 ml. of hot chloroform was treated with 100 g. of manganese dioxide. After 1/2 hour of stirring, the mixture was filtered and the filtrate was evaporated to dryness to give 2-methyl-3-hydroxy-4-formyl-5-vinylpyridine. Starting materials: NN=CC1=CC=C(C=C1)NC(=O)NC[C@H](C(=O)NC(CC(=O)OCC)C1=CC2=C(OCO2)C=C1)C (ethyl β-[[2(R)-[[[[4-(aminoiminomethyl)phenyl]amino]carbonyl]-amino]methylpropanoyl]amino]-1,3-benzodioxole-5-propanoate), [OH-].[Li+] (lithium hydroxide). Run in CO.O (methanol water). The product is NN=CC1=CC=C(C=C1)NC(=O)NC[C@H](C(=O)NC(CC(=O)O)C1=CC2=C(OCO2)C=C1)C (β-[[2(R)-[[[[4(aminoiminomethyl)phenyl]-amino]carbonyl]amino]methyl-propanoyl]-amino]1,3-benzodioxole-5-propanoic acid). Yield: 71.8%. RXN SMILES: [NH2:1][N:2]=[CH:3][C:4]1[CH:9]=[CH:8][C:7]([NH:10][C:11]([NH:13][CH2:14][C@@H:15]([CH3:35])[C:16]([NH:18][CH:19]([C:26]2[CH:34]=[CH:33][C:29]3[O:30][CH2:31][O:32][C:28]=3[CH:27]=2)[CH2:20][C:21]([O:23]CC)=[O:22])=[O:17])=[O:12])=[CH:6][CH:5]=1.[OH-].[Li+]>CO.O>[NH2:1][N:2]=[CH:3][C:4]1[CH:9]=[CH:8][C:7]([NH:10][C:11]([NH:13][CH2:14][C@@H:15]([CH3:35])[C:16]([NH:18][CH:19]([C:26]2[CH:34]=[CH:33][C:29]3[O:30][CH2:31][O:32][C:28]=3[CH:27]=2)[CH2:20][C:21]([OH:23])=[O:22])=[O:17])=[O:12])=[CH:6][CH:5]=1 |f:1.2,3.4|. Procedure details: A portion of ethyl β-[[2(R)-[[[[4-(aminoiminomethyl)phenyl]amino]carbonyl]-amino]methylpropanoyl]amino]-1,3-benzodioxole-5-propanoate (0.18 g; 0.37 mmoles)) was then treated with 1N lithium hydroxide in methanol/water (1:1; 10 ml) for 15 min. The solvents were evaporated under reduced pressure and the residue was dissolved in water/acetonitrile. The crude product was purified by HPLC (C-18 DeltaPak column) using a gradient of acetonitrile/water/trifluoroacetic acid. Both diastereomers were separ... The reactants are C1CCOC1, CS(C)=O, ClCCl, [N-]=[N+]=[N-], [Na+], BrCc1ccc(-c2nc3ccccc3o2)cc1. Product: [N-]=[N+]=NCc1ccc(-c2nc3ccccc3o2)cc1. RXN SMILES: [CH2:26]1[O:27][CH2:28][CH2:29][CH2:30]1.[CH3:22][S:23]([CH3:24])=[O:25].[Cl:31][CH2:32][Cl:33].[N-:19]=[N+:20]=[N-:21].[Na+:18].[o:1]1[c:2](-[c:10]2[cH:11][cH:12][c:13]([CH2:14][Br:15])[cH:16][cH:17]2)[n:3][c:4]2[c:5]1[cH:6][cH:7][cH:8][cH:9]2>>[o:1]1[c:2](-[c:10]2[cH:11][cH:12][c:13]([CH2:14][N:19]=[N+:20]=[N-:21])[cH:16][cH:17]2)[n:3][c:4]2[c:5]1[cH:6][cH:7][cH:8][cH:9]2. Starting materials: O (water), ClC=1C(=NC(=C(C1)Cl)F)F (3,5-dichloro-2,6-difluoropyridine), [OH-].[Na+] (sodium hydroxide). The solvent is C(CCCO)O (1,4-butanediol), C(CO)O (ethylene glycol). Run at time 4 hour. Yields the product ClC=1C(=NC(=C(C1)Cl)F)OCCCCO (4-(3,5-Dichloro-6-fluoro-2-pyridyloxy)-1-butanol). As a reaction SMILES: [Cl:1][C:2]1[C:3]([F:10])=[N:4][C:5](F)=[C:6]([Cl:8])[CH:7]=1.[OH-:11].[Na+].[OH2:13]>C(O)CCCO.C(O)CO>[Cl:8][C:6]1[C:5]([O:11][CH2:3][CH2:2][CH2:7][CH2:6][OH:13])=[N:4][C:3]([F:10])=[C:2]([Cl:1])[CH:7]=1 |f:1.2|. Reported procedure: To a solution of 11 grams (0.06 mole) of 3,5-dichloro-2,6-difluoropyridine in 35 milliliters of 1,4-butanediol was added over a 10 minute period 2.44 grams of sodium hydroxide in 35 milliliters of ethylene glycol. The temperature was maintained at between 50°-60° C. during the addition. The mixture was stirred for 13/4 hours while the temperature was maintained between 60°-65° C. The reaction mixture was cooled and poured into water and thereafter extracted three times with 135 milliliter portio... Reactants: ClCCl, COCCNc1cnc(N)cn1, CN(C)C=O, CS(=O)(=O)c1ccc(C(CC2CCCC2)C(=O)O)cc1Cl, O=C(Cl)C(=O)Cl, C1CCOC1, O, Cc1cccc(C)n1. Product: COCCNc1cnc(NC(=O)C(CC2CCCC2)c2ccc(S(C)(=O)=O)c(Cl)c2)cn1. As a reaction SMILES: [CH2:48]([Cl:49])[Cl:50].[CH3:28][O:29][CH2:30][CH2:31][NH:32][c:33]1[n:34][cH:35][c:36]([NH2:39])[n:37][cH:38]1.[CH3:51][N:52]([CH3:53])[CH:54]=[O:55].[Cl:1][c:2]1[cH:3][c:4]([CH:12]([C:13](=[O:14])[OH:15])[CH2:16][CH:17]2[CH2:18][CH2:19][CH2:20][CH2:21]2)[cH:5][cH:6][c:7]1[S:8](=[O:9])(=[O:10])[CH3:11].[Cl:22][C:23]([C:24]([Cl:25])=[O:26])=[O:27].[O:56]1[CH2:57][CH2:58][CH2:59][CH2:60]1.[OH2:61].[n:40]1[c:41]([CH3:42])[cH:43][cH:44][cH:45][c:46]1[CH3:47]>>[Cl:1][c:2]1[cH:3][c:4]([CH:12]([C:13](=[O:15])[NH:39][c:36]2[cH:35][n:34][c:33]([NH:32][CH2:31][CH2:30][O:29][CH3:28])[cH:38][n:37]2)[CH2:16][CH:17]2[CH2:18][CH2:19][CH2:20][CH2:21]2)[cH:5][cH:6][c:7]1[S:8](=[O:9])(=[O:10])[CH3:11]. The reactants are O1C(=CC=C1)CCC(=O)O (3-(2-Furyl)propionic acid), S1C=C(C2=C1C=CC=C2)C(C)N (1-(benzothiophen-3-yl)ethylamine), Cl.C(C)N=C=NCCCN(C)C (N-ethyl-N′-dimethylaminopropylcarbodiimide hydrochloride), ON1N=NC2=C1C=CC=C2 (1-hydroxybenzotriazole). Run in O (water), CN(C=O)C (dimethylformamide), C(C)N(CC)CC (triethylamine). Run at time 12 hour. Product: S1C=C(C2=C1C=CC=C2)C(C)NC(CCC=2OC=CC2)=O (N-[1-(benzothiophen-3-yl)ethyl]-3-(2-furyl)propionamide). Isolated yield 83.9%. Reaction SMILES: [O:1]1[CH:5]=[CH:4][CH:3]=[C:2]1[CH2:6][CH2:7][C:8]([OH:10])=O.[S:11]1[C:15]2[CH:16]=[CH:17][CH:18]=[CH:19][C:14]=2[C:13]([CH:20]([NH2:22])[CH3:21])=[CH:12]1.Cl.C(N=C=NCCCN(C)C)C.ON1C2C=CC=CC=2N=N1>O.CN(C)C=O.C(N(CC)CC)C>[S:11]1[C:15]2[CH:16]=[CH:17][CH:18]=[CH:19][C:14]=2[C:13]([CH:20]([NH:22][C:8](=[O:10])[CH2:7][CH2:6][C:2]2[O:1][CH:5]=[CH:4][CH:3]=2)[CH3:21])=[CH:12]1 |f:2.3|. Procedure: 3-(2-Furyl)propionic acid (368 mg), 1-(benzothiophen-3-yl)ethylamine (443 mg), N-ethyl-N′-dimethylaminopropylcarbodiimide hydrochloride (575 mg), 1-hydroxybenzotriazole (405 mg), and triethylamine (304 mg) were added to dehydrated dimethylformamide (DMF, 15 mL), and stirred at room temperature for 12 hours. The reaction mixture was added with water, and extracted with ethyl acetate. The organic layer was dried, and the solvent was evaporated under reduced pressure. The residue was purified by si...